The task is: describe an organic reaction: reactants, conditions, products, and yield. This data is from the Open Reaction Database (ORD), a public repository of structured organic reaction records. The reactants are ClC=1C=CC2=C(NC(C3=C(N2)C=CC=C3)=S)C1 (8-chloro-5,10-dihydro-dibenzo[b,e][1,4]diazepin-11-thione), NCCC1=CNC=N1 (histamine). Solvent: C(C)OCCO (2-ethoxyethanol). Yields the product ClC=1C=CC2=C(N=C(C3=C(N2)C=CC=C3)NCCC=3NC=NC3)C1 ((8-Chloro-5H-dibenzo[b,e][1,4]diazepin-11-yl)-[2-(3H-imidazol-4-yl)-ethyl]-amine). Yield: 100.1%. RXN SMILES: [Cl:1][C:2]1[CH:3]=[CH:4][C:5]2[NH:11][C:10]3[CH:12]=[CH:13][CH:14]=[CH:15][C:9]=3[C:8](=S)[NH:7][C:6]=2[CH:17]=1.[NH2:18][CH2:19][CH2:20][C:21]1[N:25]=[CH:24][NH:23][CH:22]=1>C(OCCO)C>[Cl:1][C:2]1[CH:3]=[CH:4][C:5]2[NH:11][C:10]3[CH:12]=[CH:13][CH:14]=[CH:15][C:9]=3[C:8]([NH:18][CH2:19][CH2:20][C:21]3[NH:25][CH:24]=[N:23][CH:22]=3)=[N:7][C:6]=2[CH:17]=1. Reported procedure: A solution of 5.8 g (0.022 mol) of 8-chloro-5,10-dihydro-dibenzo[b,e][1,4]diazepin-11-thione in 145 mL of 2-ethoxyethanol was treated with 4.94 g (0.044 mol) of histamine and heated at reflux overnight. The solvent was removed under reduced pressure and the residue taken up in EtOAc and washed three times with H2O, then saturated NaHCO3 solution, then saturated NaCl solution. Drying over MgSO4 and removal of the solvent under reduced pressure left the crude product as a yellow foam. This was dis... The reactants are ClC1=C2C(NC(=N1)C)=CC(=N2)C2=CC=CC=C2 (4-chloro-2-methyl-6-phenylpyrrolo[3,2-d]pyrimidine), N1CC(CC1)O (3-pyrrolidinol), C(=O)([O-])[O-].[K+].[K+] (K2CO3). The solvent is O (H2O). The product is CC=1NC=2C(=C(N1)N1CC(CC1)O)N=C(C2)C2=CC=CC=C2 (1-(2-methyl-6-phenylpyrrolo[2,3-e]pyrimidin-4-yl)pyrrolidin-3-ol). Isolated yield 36.2%. RXN SMILES: Cl[C:2]1[N:7]=[C:6]([CH3:8])[NH:5][C:4]2=[CH:9][C:10]([C:12]3[CH:17]=[CH:16][CH:15]=[CH:14][CH:13]=3)=[N:11][C:3]=12.[NH:18]1[CH2:22][CH2:21][CH:20]([OH:23])[CH2:19]1.C([O-])([O-])=O.[K+].[K+]>O>[CH3:8][C:6]1[NH:5][C:4]2[C:3]([N:11]=[C:10]([C:12]3[CH:17]=[CH:16][CH:15]=[CH:14][CH:13]=3)[CH:9]=2)=[C:2]([N:18]2[CH2:22][CH2:21][CH:20]([OH:23])[CH2:19]2)[N:7]=1 |f:2.3.4|. Procedure: This compound was prepared according to the method described in Example 2 by employing 4-chloro-2-methyl-6-phenylpyrrolo[3,2-d]pyrimidine (Example 1(e)) (70.0 mg, 0.29 mmol), 3-pyrrolidinol (Aldrich Chemical Company) (0.12 mL, 1.44 mmol) and K2CO3 (0.40 g, 2.87 mmol) in H2O (2 mL). The crude material was purified by flash chromatography on silica gel with 10:1 CHCl3:MeOH as eluant to give 30.9 mg (37%) of the title compound as an off-white solid. An analytical sample was obtained by recrystalliz... Starting materials: COC1=CC=C(CN(C2=NC=C(C=N2)C=2C3=C(N=C(N2)N2CCOCC2)NCC3)CC3=CC=C(C=C3)OC)C=C1 (bis-(4-methoxy-benzyl)-[5-(2-morpholin-4-yl-6,7-dihydro-5H-pyrrolo[2,3-d]pyrimidin-4-yl)-pyrimidin-2-yl]-amine), BrC=1C=C(C=CC1)S(=O)(=O)N1CCOCC1 (4-(3-bromo-benzenesulfonyl)-morpholine). Yields the product COC1=CC=C(CN(C2=NC=C(C=N2)C=2C3=C(N=C(N2)N2CCOCC2)N(CC3)C3=CC(=CC=C3)S(=O)(=O)N3CCOCC3)CC3=CC=C(C=C3)OC)C=C1 (bis-(4-methoxy-benzyl)-(5-{7-[3-(morpholine-4-sulfonyl)-phenyl]-2-morpholin-4-yl-6,7-dihydro-5H-pyrrolo[2,3-d]pyrimidin-4-yl}-pyrimidin-2-yl)-amine). RXN SMILES: [CH3:1][O:2][C:3]1[CH:40]=[CH:39][C:6]([CH2:7][N:8]([CH2:30][C:31]2[CH:36]=[CH:35][C:34]([O:37][CH3:38])=[CH:33][CH:32]=2)[C:9]2[N:14]=[CH:13][C:12]([C:15]3[C:16]4[CH2:29][CH2:28][NH:27][C:17]=4[N:18]=[C:19]([N:21]4[CH2:26][CH2:25][O:24][CH2:23][CH2:22]4)[N:20]=3)=[CH:11][N:10]=2)=[CH:5][CH:4]=1.Br[C:42]1[CH:43]=[C:44]([S:48]([N:51]2[CH2:56][CH2:55][O:54][CH2:53][CH2:52]2)(=[O:50])=[O:49])[CH:45]=[CH:46][CH:47]=1>>[CH3:38][O:37][C:34]1[CH:33]=[CH:32][C:31]([CH2:30][N:8]([CH2:7][C:6]2[CH:5]=[CH:4][C:3]([O:2][CH3:1])=[CH:40][CH:39]=2)[C:9]2[N:10]=[CH:11][C:12]([C:15]3[C:16]4[CH2:29][CH2:28][N:27]([C:46]5[CH:47]=[CH:42][CH:43]=[C:44]([S:48]([N:51]6[CH2:56][CH2:55][O:54][CH2:53][CH2:52]6)(=[O:50])=[O:49])[CH:45]=5)[C:17]=4[N:18]=[C:19]([N:21]4[CH2:26][CH2:25][O:24][CH2:23][CH2:22]4)[N:20]=3)=[CH:13][N:14]=2)=[CH:36][CH:35]=1. Procedure: Using bis-(4-methoxy-benzyl)-[5-(2-morpholin-4-yl-6,7-dihydro-5H-pyrrolo[2,3-d]pyrimidin-4-yl)-pyrimidin-2-yl]-amine (44 mg) and 4-(3-bromo-benzenesulfonyl)-morpholine (prepared from 3-bromobenzenesulfonyl chloride, morpholine and pyridine in acetonitrile, 51 mg) instead of 4-bromobenzoic acid methyl ester in Example 1-D-08, in the same manner as Example 1-D-08, a crude product of bis-(4-methoxy-benzyl)-(5-{7-[3-(morpholine-4-sulfonyl)-phenyl]-2-morpholin-4-yl-6,7-dihydro-5H-pyrrolo[2,3-d]pyrimi...